This data is from the Open Reaction Database (ORD), a public repository of structured organic reaction records. The task is: describe an organic reaction: reactants, conditions, products, and yield Starting materials: O=C(NC1=C(F)C(F)=C(C(F)=C1F)C(F)(F)F)C=2C=CC=C(F)C2. The reagents and catalysts are [K].O=S(=O)(O)OOS(=O)(=O)O, [Na].O=S(=O)(O)C1=CC=C(C=C1)C, O=C(C=CC1=CC=C(C=C1)C(F)(F)F)C=CC2=CC=C(C=C2)C(F)(F)F, O1B(OC(C)(C)C1(C)C)B2OC(C)(C)C(O2)(C)C, [Pd].O=C(O)C. The solvent is N#CC. Reaction conditions: temperature 80 celsius, time 24 hour. The product is O=C(NC1=C(F)C(F)=C(C(F)=C1F)C(F)(F)F)C2=CC(F)=CC=C2B3OC(C)(C)C(O3)(C)C. Isolated yield 76.0%. Starting materials: CN(C)C=O (DMF), FC1=CC2=C(NC(N2)=O)C=C1[N+](=O)[O-] (5-fluoro-6-nitrobenzoimidazolinone), C1=NC=CC=2C(=CC=CC12)S (5-isoquinolinethiol), C([O-])([O-])=O.[K+].[K+] (potassium carbonate). Solvent: O (water). Conditions: temperature 100 celsius, time 2 hour. Product: C1=NC=CC2=C(C=CC=C12)SC1=CC2=C(NC(N2)=O)C=C1[N+](=O)[O-] (5-(5-isoquinolylsulfanyl)-6-nitro-2,3-dihydro-1H-benzo[d]imidazol-2-one). The yield is 40.9%. RXN SMILES: CN(C=O)C.F[C:7]1[C:16]([N+:17]([O-:19])=[O:18])=[CH:15][C:10]2[NH:11][C:12](=[O:14])[NH:13][C:9]=2[CH:8]=1.[CH:20]1[C:29]2[CH:28]=[CH:27][CH:26]=[C:25]([SH:30])[C:24]=2[CH:23]=[CH:22][N:21]=1.C(=O)([O-])[O-].[K+].[K+]>O>[CH:20]1[C:29]2[C:24](=[C:25]([S:30][C:7]3[C:16]([N+:17]([O-:19])=[O:18])=[CH:15][C:10]4[NH:11][C:12](=[O:14])[NH:13][C:9]=4[CH:8]=3)[CH:26]=[CH:27][CH:28]=2)[CH:23]=[CH:22][N:21]=1 |f:3.4.5|. Reported procedure: To a DMF solution 15 ml of 5-fluoro-6-nitrobenzoimidazolinone 500 mg (2.5 mmol) and 5-isoquinolinethiol 450 mg (2.8 mmol), potassium carbonate 550 mg (4.0 mmol) was added, and the mixture was heated with stirring for 2 hours at 100° C. After adding water, the reaction mixture was extracted with ethyl acetate. The organic layer was washed with a saturated water solution of sodium chloride, dried over anhydrous magnesium sulfate, and concentrated under reduced pressure. The residue was crystallize... Run at temperature 140 celsius, time 1 hour. Reactants: P(=O)(Cl)(Cl)Cl (phosphorus oxychloride), C(#N)C=1C(NC=C(C1)C1=CC=CC=C1)=O (3-cyano-5-phenylpyridin-2-one), P(Cl)(Cl)(Cl)(Cl)Cl (phosphorous pentachloride). Isolated yield 91.6%. Yields the product ClC1=NC=C(C=C1C#N)C1=CC=CC=C1 (2-chloro-3-cyano-5-phenylpyridine). As a reaction SMILES: P(Cl)(Cl)(Cl)=O.[C:6]([C:8]1[C:9](=O)[NH:10][CH:11]=[C:12]([C:14]2[CH:19]=[CH:18][CH:17]=[CH:16][CH:15]=2)[CH:13]=1)#[N:7].P(Cl)(Cl)(Cl)(Cl)[Cl:22]>>[Cl:22][C:9]1[C:8]([C:6]#[N:7])=[CH:13][C:12]([C:14]2[CH:19]=[CH:18][CH:17]=[CH:16][CH:15]=2)=[CH:11][N:10]=1. Procedure details: Under a nitrogen atmosphere, 68.4 grams (0.45 mole) of phosphorus oxychloride is warmed to a gentle reflux, and 38.9 grams (0.18 mole) of 3-cyano-5-phenylpyridin-2-one is added. Upon completion of addition, 93.6 grams (0.45 mole) of phosphorous pentachloride is added in small portions to maintain the gentle reflux. Upon completion of addition, the reaction mixture is then warmed slowly to about 140° C. where it is stirred for one hour. The reaction mixture is cooled, and excess phosphorus oxychl... Reactants: O=C([O-])O, COc1cccc(O)c1, COc1cc2nccc(Cl)c2cc1OC, [Na+]. Yields the product COc1cccc(Oc2ccnc3cc(OC)c(OC)cc23)c1. As a reaction SMILES: [C:25](=[O:26])([O-:27])[OH:28].[CH3:16][O:17][c:18]1[cH:19][cH:20][cH:21][c:22]([OH:23])[cH:24]1.[Cl:1][c:2]1[cH:3][cH:4][n:5][c:6]2[cH:7][c:8]([O:14][CH3:15])[c:9]([O:12][CH3:13])[cH:10][c:11]12.[Na+:29]>>[c:2]1([O:23][c:22]2[cH:21][cH:20][cH:19][c:18]([O:17][CH3:16])[cH:24]2)[cH:3][cH:4][n:5][c:6]2[cH:7][c:8]([O:14][CH3:15])[c:9]([O:12][CH3:13])[cH:10][c:11]12.